This data is from the Open Reaction Database (ORD), a public repository of structured organic reaction records. The task is: describe an organic reaction: reactants, conditions, products, and yield The reactants are C(C)(=O)SCC=1[C@]2(C)[C@@H](CC1)C1=CC=C3C[C@H](C[C@@H]([C@]3(C)[C@H]1CC2)O[Si](C)(C)C(C)(C)C)O[Si](C)(C)C(C)(C)C (17-Acetylthiomethyl-1α,3β-bis(tert-butyldimethylsilyloxy)androsta-5,7,16-triene), Br\C=C\CC(C)(C)O[Si](CC)(CC)CC (1-bromo-4-triethylsilyloxy-4-methyl-(2E)-pentene), CO.[OH-].[K+] (potassium hydroxide methanol). Solvent: O1CCCC1 (tetrahydrofuran). Reported procedure: 17-Acetylthiomethyl-1α,3β-bis(tert-butyldimethylsilyloxy)androsta-5,7,16-triene (304 mg, 0.504 mmol), 1-bromo-4-triethylsilyloxy-4-methyl-(2E)-pentene (296 mg, 1.01 mmol), a 1M potassium hydroxide methanol solution (3 ml) and tetrahydrofuran (2 ml) were subjected to reaction using a procedure similar to that of Example 31(1) (at room temperature for 10 min.), worked up and purified by column chromatography (hexane:toluene=6:1) to give the titled compound (351 mg, 90%) as a pale yellow solid. Yields the product [Si](C)(C)(C(C)(C)C)O[C@H]1C[C@@H](CC2=CC=C3[C@@H]4CC=C([C@@]4(C)CC[C@@H]3[C@@]12C)CS\C=C\CC(C)(C)O[Si](CC)(CC)CC)O[Si](C)(C)C(C)(C)C (1α,3β-bis(tert-butyldimethylsilyloxy)-17-{4-triethylsilyloxy-4-methyl-(2E)-pentenylthiomethyl}androsta-5,7,16-triene). Isolated yield 90.0%. Reaction SMILES: C([S:4][CH2:5][C:6]1[C@:7]2([CH2:24][CH2:23][C@H:22]3[C:12](=[CH:13][CH:14]=[C:15]4[C@:20]3([CH3:21])[C@@H:19]([O:25][Si:26]([C:29]([CH3:32])([CH3:31])[CH3:30])([CH3:28])[CH3:27])[CH2:18][C@H:17]([O:33][Si:34]([C:37]([CH3:40])([CH3:39])[CH3:38])([CH3:36])[CH3:35])[CH2:16]4)[C@@H:9]2[CH2:10][CH:11]=1)[CH3:8])(=O)C.Br/[CH:42]=[CH:43]/[CH2:44][C:45]([O:48][Si:49]([CH2:54][CH3:55])([CH2:52][CH3:53])[CH2:50][CH3:51])([CH3:47])[CH3:46].CO.[OH-].[K+]>O1CCCC1>[Si:26]([O:25][C@@H:19]1[C@@:20]2([CH3:21])[C:15](=[CH:14][CH:13]=[C:12]3[C@@H:22]2[CH2:23][CH2:24][C@@:7]2([CH3:8])[C@H:9]3[CH2:10][CH:11]=[C:6]2[CH2:5][S:4]/[CH:42]=[CH:43]/[CH2:44][C:45]([O:48][Si:49]([CH2:54][CH3:55])([CH2:52][CH3:53])[CH2:50][CH3:51])([CH3:47])[CH3:46])[CH2:16][C@@H:17]([O:33][Si:34]([C:37]([CH3:40])([CH3:39])[CH3:38])([CH3:35])[CH3:36])[CH2:18]1)([C:29]([CH3:32])([CH3:31])[CH3:30])([CH3:28])[CH3:27] |f:2.3.4|. The reactants are CC1C2CC(C2(C)C)CC1N ((1R,2R,3R,5S)-(−)-isopinocampheylamine), C1COS(=O)(=O)C1 (1,3-propanesultone), O1CCCC1 (tetrahydrofuran). The solvent is O (water). Product: C[C@@]12[C@H]([C@@H](C[C@@H](C1(C)C)C2)NCCCS(=O)(=O)O)C (3-[(1R,2R,3R,5S)-1,2,6,6-tetramethylbicyclo[3.1.1]hept-3-yl]amino-1-propanesulfonic acid). As a reaction SMILES: [CH3:1][CH:2]1[CH:10]([NH2:11])[CH2:9][CH:5]2[C:6]([CH3:8])([CH3:7])[CH:3]1[CH2:4]2.[CH2:12]1[CH2:18][S:15](=[O:17])(=[O:16])[O:14][CH2:13]1.O1CCC[CH2:20]1>O>[CH3:20][C@:3]12[CH2:4][C@H:5]([C:6]1([CH3:7])[CH3:8])[CH2:9][C@@H:10]([NH:11][CH2:13][CH2:12][CH2:18][S:15]([OH:14])(=[O:17])=[O:16])[C@@H:2]2[CH3:1]. Procedure: To a solution of (1R,2R,3R,5S)-(−)-isopinocampheylamine (2.0 g, 13.0 mmol) in tetrahydrofuran (20 mL) was slowly added 1,3-propanesultone (1.56 g, 12.5 mmol). The mixture was stirred at reflux for 2 hours. The reaction mixture was cooled to room temperature. The solid product was collected by filtration, washed with acetone (2×25 mL), and dried in a vacuum oven (50° C.), to afford compound EH (2.7 g, 80%). 1H NMR (DMSO, 500 MHz) δ ppm 3.32 (m, 2H), 3.09 (d, 2H), 2.67 (m, 2H), 2.30 (m, 2H), 1.96 ... Starting materials: [OH-].[Na+] (NaOH), C(C)OC(CC=1C=C(C=C(C1)OCC1=CC=CC=C1)C1=CC=CC=C1)=O ((5-benzyloxy-biphenyl-3-yl)acetic acid ethyl ester). Solvent: CCO (EtOH), Cl (HCl). Reaction conditions: time 12 hour. The product is C(C1=CC=CC=C1)OC=1C=C(C=C(C1)C1=CC=CC=C1)CC(=O)O ((5-benzyloxybiphenyl-3-yl)acetic acid). The yield is 88.6%. As a reaction SMILES: [OH-].[Na+].C([O:5][C:6](=[O:28])[CH2:7][C:8]1[CH:9]=[C:10]([C:22]2[CH:27]=[CH:26][CH:25]=[CH:24][CH:23]=2)[CH:11]=[C:12]([O:14][CH2:15][C:16]2[CH:21]=[CH:20][CH:19]=[CH:18][CH:17]=2)[CH:13]=1)C>CCO.Cl>[CH2:15]([O:14][C:12]1[CH:13]=[C:8]([CH2:7][C:6]([OH:28])=[O:5])[CH:9]=[C:10]([C:22]2[CH:23]=[CH:24][CH:25]=[CH:26][CH:27]=2)[CH:11]=1)[C:16]1[CH:17]=[CH:18][CH:19]=[CH:20][CH:21]=1 |f:0.1|. Procedure details: NaOH solution (1 ml, 1M aq) was added to a solution of (5-benzyloxy-biphenyl-3-yl)acetic acid ethyl ester (0.12 g, 0.35 mmol) in EtOH (2 ml) and the mixture was stirred at room temperature for 12 h. The reaction mixture was diluted with HCl solution (2M aq) and extracted with EtOAc (×3). The combined organic extracts were washed with water, brine, dried (MgSO4), filtered and concentrated under reduced pressure to give (5-benzyloxybiphenyl-3-yl)acetic acid (0.12 g, 0.31 mmol) as colourless solid ... Yield: 90.2%. Reactants: N(=NC(=O)N1CCCCC1)C(=O)N1CCCCC1 (1,1′-(azodicarbonyl)dipiperidine), C(C)(C)(C)C1=NN(C(=C1)OCC1=NC(=CC=C1)C)CC1=CC=C(C=C1)CO ([4-({3-tert-butyl-5-[(6-methylpyridin-2-yl)methoxy]-1H-pyrazol-1-yl}methyl)phenyl]methanol), FC1=C(C=CC(=C1)O)CCC(=O)OCC (ethyl 3-(2-fluoro-4-hydroxyphenyl)propanoate), C(CCC)P(CCCC)CCCC (tributylphosphine). Run in O1CCCC1 (tetrahydrofuran). Run at time 2 hour. The product is C(C)(C)(C)C1=NN(C(=C1)OCC1=NC(=CC=C1)C)CC1=CC=C(COC2=CC(=C(C=C2)CCC(=O)OCC)F)C=C1 (ethyl 3-(4-([4-({3-tert-butyl-5-[(6-methylpyridin-2-yl)methoxy]-1H-pyrazol-1-yl}methyl)benzyl]oxy)-2-fluorophenyl)propanoate). RXN SMILES: [C:1]([C:5]1[CH:9]=[C:8]([O:10][CH2:11][C:12]2[CH:17]=[CH:16][CH:15]=[C:14]([CH3:18])[N:13]=2)[N:7]([CH2:19][C:20]2[CH:25]=[CH:24][C:23]([CH2:26][OH:27])=[CH:22][CH:21]=2)[N:6]=1)([CH3:4])([CH3:3])[CH3:2].[F:28][C:29]1[CH:34]=[C:33](O)[CH:32]=[CH:31][C:30]=1[CH2:36][CH2:37][C:38]([O:40][CH2:41][CH3:42])=[O:39].C(P(CCCC)CCCC)CCC.N(C(N1CCCCC1)=O)=NC(N1CCCCC1)=O>O1CCCC1>[C:1]([C:5]1[CH:9]=[C:8]([O:10][CH2:11][C:12]2[CH:17]=[CH:16][CH:15]=[C:14]([CH3:18])[N:13]=2)[N:7]([CH2:19][C:20]2[CH:25]=[CH:24][C:23]([CH2:26][O:27][C:33]3[CH:32]=[CH:31][C:30]([CH2:36][CH2:37][C:38]([O:40][CH2:41][CH3:42])=[O:39])=[C:29]([F:28])[CH:34]=3)=[CH:22][CH:21]=2)[N:6]=1)([CH3:4])([CH3:2])[CH3:3]. Procedure details: To a mixture of [4-({3-tert-butyl-5-[(6-methylpyridin-2-yl)methoxy]-1H-pyrazol-1-yl}methyl)phenyl]methanol (0.80 g, 2.2 mmol), ethyl 3-(2-fluoro-4-hydroxyphenyl)propanoate (0.49 g, 2.3 mmol), tributylphosphine (1.10 mL, 4.41 mmol) and tetrahydrofuran (40 mL) was added 1,1′-(azodicarbonyl)dipiperidine (1.11 g, 4.40 mmol), and the mixture was stirred at room temperature for 2 hr. The reaction solution was concentrated under reduced pressure, and diisopropyl ether was added to the residue. The inso... The reactants are CCOC(C)O, COc1cc2ncc(C#N)c(Cl)c2cc1OC, Cl, Cl, Nc1ccc(C(F)(F)F)cc1, [Na+], [Na+], O=C([O-])[O-], O, c1ccncc1. The product is COc1cc2ncc(C#N)c(Nc3ccc(C(F)(F)F)cc3)c2cc1OC. Reaction SMILES: [CH2:36]([O:37][CH:38]([OH:39])[CH3:40])[CH3:41].[Cl:1][c:2]1[c:3]([C:16]#[N:17])[cH:4][n:5][c:6]2[cH:7][c:8]([O:14][CH3:15])[c:9]([O:12][CH3:13])[cH:10][c:11]12.[ClH:29].[ClH:48].[F:18][C:19]([c:20]1[cH:21][cH:22][c:23]([NH2:24])[cH:25][cH:26]1)([F:27])[F:28].[Na+:42].[Na+:43].[O-:44][C:45](=[O:46])[O-:47].[OH2:49].[n:30]1[cH:31][cH:32][cH:33][cH:34][cH:35]1>>[c:2]1([NH:24][c:23]2[cH:22][cH:21][c:20]([C:19]([F:18])([F:27])[F:28])[cH:26][cH:25]2)[c:3]([C:16]#[N:17])[cH:4][n:5][c:6]2[cH:7][c:8]([O:14][CH3:15])[c:9]([O:12][CH3:13])[cH:10][c:11]12. The reactants are N1=CC=CC=C1 (pyridine), FC(C(=O)OC(C(F)(F)F)=O)(F)F (trifluoroacetic anhydride), N1=CC=CC=C1 (pyridine), C(N)(=O)C=1N=CC(NC1)=O (5-carbamoylpyrazin-2-one), FC(C(=O)OC(C(F)(F)F)=O)(F)F (Trifluoroacetic anhydride), CO (methanol). Run in [Cl-].[Na+].O (brine), O1CCOCC1 (1,4-dioxane). Conditions: temperature 5 celsius, time 1 hour. Yields the product C(#N)C=1N=CC(NC1)=O (5-cyanopyrazin-2-one). RXN SMILES: [C:1]([C:4]1[N:5]=[CH:6][C:7](=[O:10])[NH:8][CH:9]=1)(=O)[NH2:2].N1C=CC=CC=1.FC(F)(F)C(OC(=O)C(F)(F)F)=O.CO>O1CCOCC1.[Cl-].[Na+].O>[C:1]([C:4]1[N:5]=[CH:6][C:7](=[O:10])[NH:8][CH:9]=1)#[N:2] |f:5.6.7|. Reported procedure: A stirred suspension of 5-carbamoylpyrazin-2-one (Chem. Pharm. Bull., 1980, 28, 3057; 0.28 g) in dry 1,4-dioxane (5 ml) was cooled to 5° C. prior to adding dry pyridine (0.65 ml). Trifluoroacetic anhydride (0.3 ml) was added dropwise and the reaction mixture allowed to warm to 10° C. After stirring at room temperature for 1 hour the reaction mixture became a slurry and additional trifluoroacetic anhydride (0.25 ml) and pyridine (0.5 ml) was added to give a brown solution. After an additional 1 h...